This data is from the Open Reaction Database (ORD), a public repository of structured organic reaction records. The task is: describe an organic reaction: reactants, conditions, products, and yield Starting materials: [Na+].C1(CC1)COC1=CC=C(C=C1)S(=O)(=O)[O-] (4-cyclopropylmethoxy-benzenesulfonic acid sodium salt), S(=O)(Cl)Cl (thionyl chloride), CN(C)C=O (DMF), ice water. Run at time 15 hour. Yields the product C1(CC1)COC1=CC=C(C=C1)S(=O)(=O)Cl (4-Cyclopropylmethoxy-benzenesulfonyl chloride). As a reaction SMILES: [Na+].[CH:2]1([CH2:5][O:6][C:7]2[CH:12]=[CH:11][C:10]([S:13]([O-:16])(=O)=[O:14])=[CH:9][CH:8]=2)[CH2:4][CH2:3]1.S(Cl)([Cl:19])=O.CN(C=O)C>>[CH:2]1([CH2:5][O:6][C:7]2[CH:12]=[CH:11][C:10]([S:13]([Cl:19])(=[O:16])=[O:14])=[CH:9][CH:8]=2)[CH2:4][CH2:3]1 |f:0.1|. Procedure details: To a suspention of 100 g (399.6 mmol) of 4-cyclopropylmethoxy-benzenesulfonic acid sodium salt, 186.55 ml (2557.5 mmol) of thionyl chloride and 6.19 ml (80 mmol) of DMF are added dropwise at r.t. After stirring for 15 h, the mixture is poured into ice water and extracted with CH2Cl2. The combined extracts are washed with H2O, dried over MgSO4 and concentrated under reduced pressure to give the title compound as a colorless solid; 1H-NMR (400 MHz, CDCl3): 0.35-0.45 (m, 2H), 0.65-0.75 (m, 2H), 1.2...